This data is from the Open Reaction Database (ORD), a public repository of structured organic reaction records. The task is: describe an organic reaction: reactants, conditions, products, and yield The reactants are C(C)(=O)O[BH-](OC(C)=O)OC(C)=O.[Na+] (Sodium triacetoxyborohydride), C([O-])(O)=O.[Na+] (sodium bicarbonate), C(#N)C1=CC=C(C=O)C=C1 (4-Cyanobenzaldehyde), FC=1C=C2C=C(NC2=CC1F)C=1C=CC(=C(C1)N)OC (5-(5,6-difluoro-1H-indol-2-yl)-2-methoxy-phenylamine). The solvent is C(Cl)Cl (methylene chloride), C(C)(=O)O (acetic acid). Reaction conditions: time 1 hour. Yields the product FC=1C=C2C=C(NC2=CC1F)C=1C=CC(=C(C1)NCC1=CC=C(C=C1)C#N)OC ([5-(5,6-Difluoro-1H-indol-2-yl)-2-methoxy-phenyl]-(4-cyano-benzyl)-amine). Isolated yield 38.5%. RXN SMILES: [C:1]([C:3]1[CH:10]=[CH:9][C:6]([CH:7]=O)=[CH:5][CH:4]=1)#[N:2].[F:11][C:12]1[CH:13]=[C:14]2[C:18](=[CH:19][C:20]=1[F:21])[NH:17][C:16]([C:22]1[CH:23]=[CH:24][C:25]([O:29][CH3:30])=[C:26]([NH2:28])[CH:27]=1)=[CH:15]2.C(O[BH-](OC(=O)C)OC(=O)C)(=O)C.[Na+].C(=O)(O)[O-].[Na+]>C(Cl)Cl.C(O)(=O)C>[F:11][C:12]1[CH:13]=[C:14]2[C:18](=[CH:19][C:20]=1[F:21])[NH:17][C:16]([C:22]1[CH:23]=[CH:24][C:25]([O:29][CH3:30])=[C:26]([NH:28][CH2:7][C:6]3[CH:9]=[CH:10][C:3]([C:1]#[N:2])=[CH:4][CH:5]=3)[CH:27]=1)=[CH:15]2 |f:2.3,4.5|. Reported procedure: 4-Cyanobenzaldehyde (0.262 g, 2.0 mmol) was added to a stirred mixture of 5-(5,6-difluoro-1H-indol-2-yl)-2-methoxy-phenylamine (0.548 g, 2.0 mmol) in methylene chloride (125 mL), followed by acetic acid (0.2 g). The resulting mixture was stirred at room temperature for 1 hour. Sodium triacetoxyborohydride (0.46 g, 2.2 mmol) was added in one portion, and the resulting homogeneous solution stirred at room temperature for 4 days. Saturated aqueous sodium bicarbonate solution (100 mL) was added and ...